From a dataset of the Open Reaction Database (ORD), a public repository of structured organic reaction records. describe an organic reaction: reactants, conditions, products, and yield The reactants are C(CCCCCCCCCCCCC)OC1=CC=C(C=C1)CC(=O)O ((4-Tetradecyloxyphenyl)acetic acid), C(C(=O)Cl)(=O)Cl (oxalyl chloride). The reagents and catalysts are CN(C=O)C (dimethylformamide). The solvent is C(Cl)Cl (methylene chloride). Conditions: time 18 hour. Yields the product C(CCCCCCCCCCCCC)OC1=CC=C(C=C1)CC(=O)Cl (4-(Tetradecyloxy)benzeneacetyl chloride). The yield is 100.0%. Reaction SMILES: [CH2:1]([O:15][C:16]1[CH:21]=[CH:20][C:19]([CH2:22][C:23]([OH:25])=O)=[CH:18][CH:17]=1)[CH2:2][CH2:3][CH2:4][CH2:5][CH2:6][CH2:7][CH2:8][CH2:9][CH2:10][CH2:11][CH2:12][CH2:13][CH3:14].C(Cl)(=O)C([Cl:29])=O>C(Cl)Cl.CN(C)C=O>[CH2:1]([O:15][C:16]1[CH:21]=[CH:20][C:19]([CH2:22][C:23]([Cl:29])=[O:25])=[CH:18][CH:17]=1)[CH2:2][CH2:3][CH2:4][CH2:5][CH2:6][CH2:7][CH2:8][CH2:9][CH2:10][CH2:11][CH2:12][CH2:13][CH3:14]. Procedure: To a mixture of 60.6 g of product from Example 52 in 750 ml of methylene chloride and 0.636 g of dimethylformamide is added, dropwise, 33.1 g of oxalyl chloride. The reaction is stirred at room temperature for 18 hours. The mixture is concentrated in vacuo, redissolved in diethyl ether, passed through a pad of diatomaceous earth and concentrated in vacuo to give 63.81 g of the desired product.